From a dataset of the Open Reaction Database (ORD), a public repository of structured organic reaction records. describe an organic reaction: reactants, conditions, products, and yield Isolated yield 15106.5%. Procedure details: A solution of (E)-9-[4-(diisopropoxyphosphoryl) -2(hydroxymethyl)but-3-enyloxy]adenine (0.25 g, 0.63 mmol) in anhydrous N,N-dimethylformamide (5 ml) under nitrogen was treated with trimethylsilylbromide (1.24 ml, 9.4 mmol) at 0° C. and the solution stirred for 18 h at room temperature. The solvent was removed in vacuo coevaporatng several times with methanol and toluene and the residue chromatographed on C18 reverse phase silica gel eluting with water to give (E)-9-(2-hydroxymethyl-4-phosphonobu... The solvent is CN(C=O)C (N,N-dimethylformamide). The reactants are C(C)(C)OP(=O)(OC(C)C)/C=C/C(CON1C2=NC=NC(=C2N=C1)N)CO ((E)-9-[4-(diisopropoxyphosphoryl) -2(hydroxymethyl)but-3-enyloxy]adenine), C[Si](C)(C)Br (trimethylsilylbromide). The product is OCC(CON1C2=NC=NC(=C2N=C1)N)\C=C\P(=O)(O)O ((E)-9-(2-hydroxymethyl-4-phosphonobut-3-enyloxy) adenine). Reaction conditions: time 18 hour. Reaction SMILES: C([O:4][P:5](/[CH:11]=[CH:12]/[CH:13]([CH2:26][OH:27])[CH2:14][O:15][N:16]1[CH:24]=[N:23][C:22]2[C:17]1=[N:18][CH:19]=[N:20][C:21]=2[NH2:25])([O:7]C(C)C)=[O:6])(C)C.C[Si](Br)(C)C>CN(C)C=O>[OH:27][CH2:26][CH:13](/[CH:12]=[CH:11]/[P:5]([OH:6])([OH:7])=[O:4])[CH2:14][O:15][N:16]1[CH:24]=[N:23][C:22]2[C:17]1=[N:18][CH:19]=[N:20][C:21]=2[NH2:25]. Reactants: CN(CC#CCSCCN)C (2-(4-dimethylamino-but-2-ynylthio)ethylamine), COC1=NS(N=C1OC)(=O)=O (3,4-dimethoxy-1,2,5-thiadiazole-1,1-dioxide), N (ammonia). Product: NC1=NS(N=C1NCCSCC#CCN(C)C)(=O)=O (3-Amino-4-[2-(4-dimethylaminobut-2-ynylthio)ethylamino]-1,2,5-thiadiazole-1,1-dioxide). Reaction SMILES: [CH3:1][N:2]([CH3:11])[CH2:3][C:4]#[C:5][CH2:6][S:7][CH2:8][CH2:9][NH2:10].CO[C:14]1[C:18](OC)=[N:17][S:16](=[O:22])(=[O:21])[N:15]=1.[NH3:23]>>[NH2:23][C:14]1[C:18]([NH:10][CH2:9][CH2:8][S:7][CH2:6][C:5]#[C:4][CH2:3][N:2]([CH3:1])[CH3:11])=[N:17][S:16](=[O:22])(=[O:21])[N:15]=1. Reported procedure: In a manner similar to Example 1, reaction of 2-(4-dimethylamino-but-2-ynylthio)ethylamine and 3,4-dimethoxy-1,2,5-thiadiazole-1,1-dioxide followed by reaction with ammonia gives the title compound. Reactants: C(CCCCC)OC1=CC=C(N)C=C1 (4-Hexyloxyaniline), COC(CC(C(C)(C)C)=O)=O (methyl-4,4-dimethyl-3-oxopentanoate). Run in CC=1C=CC(=CC1)C (p-xylene). Product: C(CCCCC)OC1=CC=C(C=C1)NC(CC(C(C)(C)C)=O)=O (N-[4-(Hexyloxy)phenyl]-4,4-dimethyl-3-oxopentanamide). Yield: 81.7%. Reaction SMILES: [CH2:1]([O:7][C:8]1[CH:14]=[CH:13][C:11]([NH2:12])=[CH:10][CH:9]=1)[CH2:2][CH2:3][CH2:4][CH2:5][CH3:6].C[O:16][C:17](=O)[CH2:18][C:19](=[O:24])[C:20]([CH3:23])([CH3:22])[CH3:21]>CC1C=CC(C)=CC=1>[CH2:1]([O:7][C:8]1[CH:14]=[CH:13][C:11]([NH:12][C:17](=[O:16])[CH2:18][C:19](=[O:24])[C:20]([CH3:23])([CH3:22])[CH3:21])=[CH:10][CH:9]=1)[CH2:2][CH2:3][CH2:4][CH2:5][CH3:6]. Procedure: 4-Hexyloxyaniline (1, 1.00 g, 5.17 mmol) and methyl-4,4-dimethyl-3-oxopentanoate (1.65 mL, 10.3 mmol) were suspended in 5 mL p-xylene and heated to reflux for 17 hours. The reaction was cooled to room temperature and purified by flash chromatography on silica gel eluting with 10% acetone, hexane to yield a brown solid. Recrystallization from hexane provided 1.35 g (82%) of a white solid. mp 70-72° C.; Analysis calculated for C19H29NO3: C, 71.44; H, 9.15; N, 4.38. Found: C, 71.72; H, 9.42; N, 4.3... Reactants: B, CCOC(=O)C12CCC(NCc3ccccc3)(CC1)CC2=O, CCO, [Na]. Yields the product CCOC(=O)C12CCC(NCc3ccccc3)(CC1)CC2O. RXN SMILES: [BH3:23].[CH2:1]([CH3:2])[O:3][C:4](=[O:5])[C:6]12[C:7](=[O:22])[CH2:8][C:9]([NH:14][CH2:15][c:16]3[cH:17][cH:18][cH:19][cH:20][cH:21]3)([CH2:10][CH2:11]1)[CH2:12][CH2:13]2.[CH3:25][CH2:26][OH:27].[Na:24]>>[CH2:1]([CH3:2])[O:3][C:4](=[O:5])[C:6]12[CH:7]([OH:22])[CH2:8][C:9]([NH:14][CH2:15][c:16]3[cH:17][cH:18][cH:19][cH:20][cH:21]3)([CH2:10][CH2:11]1)[CH2:12][CH2:13]2. Product: ClC1=CC=C(C=C1)C1(CC1)C(=O)NCCCN1CCC(CC1)C1=CC(=CC=C1)NC(=O)C1CC1 (1-(4-CHLOROPHENYL)-N-[3-(4-{3-[(CYCLOPROPYLCARBONYL)AMINO]PHENYL}-1-PIPERIDINYL)PROPYL]CYCLOPROPANECARBOXAMIDE). Procedure details: Example 118 was prepared from 1-(4-chlorophenyl)cyclopropanecarboxylic acid and N-{3-[1-(3-aminopropyl)-4-piperidinyl]phenyl}cyclopropanecarboxamide according to the procedures described in Scheme 10: 1H NMR (400 MHz, CDCl3) δ 8.12–7.88 (br, 1H), 7.48–7.14 (m, 7H), 6.85 (d, 1H, J=7.2 Hz), 5.83–5.66 (br, 1H), 3.29–3.09 (m, 4H), 2.66–2.53 (m, 2H), 2.53–2.40 (m, 1H), 2.37–2.17 (m, 2H), 1.95–1.53 (m, 7H), 1.14–0.91 (m, 6H), 0.89–0.71 (m, 2H); ESMS m/e: 480.2 (M+H)+; Anal. Calc. (HCl salt) C28H35Cl2N... Starting materials: ClC1=CC=C(C=C1)C1(CC1)C(=O)O (1-(4-chlorophenyl)cyclopropanecarboxylic acid), NCCCN1CCC(CC1)C=1C=C(C=CC1)NC(=O)C1CC1 (N-{3-[1-(3-aminopropyl)-4-piperidinyl]phenyl}cyclopropanecarboxamide). As a reaction SMILES: [Cl:1][C:2]1[CH:7]=[CH:6][C:5]([C:8]2([C:11]([OH:13])=O)[CH2:10][CH2:9]2)=[CH:4][CH:3]=1.[NH2:14][CH2:15][CH2:16][CH2:17][N:18]1[CH2:23][CH2:22][CH:21]([C:24]2[CH:25]=[C:26]([NH:30][C:31]([CH:33]3[CH2:35][CH2:34]3)=[O:32])[CH:27]=[CH:28][CH:29]=2)[CH2:20][CH2:19]1>>[Cl:1][C:2]1[CH:3]=[CH:4][C:5]([C:8]2([C:11]([NH:14][CH2:15][CH2:16][CH2:17][N:18]3[CH2:23][CH2:22][CH:21]([C:24]4[CH:29]=[CH:28][CH:27]=[C:26]([NH:30][C:31]([CH:33]5[CH2:35][CH2:34]5)=[O:32])[CH:25]=4)[CH2:20][CH2:19]3)=[O:13])[CH2:9][CH2:10]2)=[CH:6][CH:7]=1. Starting materials: CC(C(=O)O)C(=O)NCC(F)(F)C(F)(F)F, CCN(C(C)C)C(C)C, NC1COc2ccccc2NC1=O, C1CCOC1, O, On1nnc2ccccc21. The product is CC(C(=O)NCC(F)(F)C(F)(F)F)C(=O)NC1COc2ccccc2NC1=O. Reaction SMILES: [CH3:14][CH:15]([C:16](=[O:17])[OH:18])[C:19](=[O:20])[NH:21][CH2:22][C:23]([C:24]([F:25])([F:26])[F:27])([F:28])[F:29].[CH:41]([N:42]([CH:43]([CH3:44])[CH3:45])[CH2:46][CH3:47])([CH3:48])[CH3:49].[NH2:1][CH:2]1[CH2:3][O:4][c:5]2[c:6]([cH:10][cH:11][cH:12][cH:13]2)[NH:7][C:8]1=[O:9].[O:50]1[CH2:51][CH2:52][CH2:53][CH2:54]1.[OH2:30].[OH:31][n:32]1[c:33]2[cH:34][cH:35][cH:36][cH:37][c:38]2[n:39][n:40]1>>[NH:1]([CH:2]1[CH2:3][O:4][c:5]2[c:6]([cH:10][cH:11][cH:12][cH:13]2)[NH:7][C:8]1=[O:9])[C:16]([CH:15]([CH3:14])[C:19](=[O:20])[NH:21][CH2:22][C:23]([C:24]([F:25])([F:26])[F:27])([F:28])[F:29])=[O:17]. Starting materials: COCc1cc(OC)c(-c2csc3cc(OC)nn23)c(OC)c1, CCOC(C)=O, Cl, O=N[O-], [Na+], [Na+], [OH-], O. The product is COCc1cc(OC)c(-c2csc3c(N=O)c(OC)nn23)c(OC)c1. Reaction SMILES: [CH3:2][O:3][c:4]1[c:5](-[c:15]2[n:16]3[c:17]([s:18][cH:19]2)[cH:20][c:21]([O:23][CH3:24])[n:22]3)[c:6]([O:13][CH3:14])[cH:7][c:8]([CH2:10][O:11][CH3:12])[cH:9]1.[CH3:31][CH2:32][O:33][C:34](=[O:35])[CH3:36].[ClH:1].[N:25](=[O:26])[O-:27].[Na+:28].[Na+:30].[OH-:29].[OH2:37]>>[CH3:2][O:3][c:4]1[c:5](-[c:15]2[n:16]3[c:17]([s:18][cH:19]2)[c:20]([N:25]=[O:26])[c:21]([O:23][CH3:24])[n:22]3)[c:6]([O:13][CH3:14])[cH:7][c:8]([CH2:10][O:11][CH3:12])[cH:9]1. Starting materials: CC(=O)OC(C)=O, C=C(C)CC(O)C(Cl)(Cl)Cl, c1ccncc1. The product is C=C(C)CC(OC(C)=O)C(Cl)(Cl)Cl. Reaction SMILES: [CH3:11][C:12](=[O:13])[O:14][C:15](=[O:16])[CH3:17].[Cl:1][C:2]([CH:3]([CH2:4][C:5](=[CH2:6])[CH3:7])[OH:8])([Cl:9])[Cl:10].[cH:18]1[cH:19][cH:20][n:21][cH:22][cH:23]1>>[Cl:1][C:2]([CH:3]([CH2:4][C:5](=[CH2:6])[CH3:7])[O:8][C:12]([CH3:11])=[O:13])([Cl:9])[Cl:10].